From a dataset of the Open Reaction Database (ORD), a public repository of structured organic reaction records. describe an organic reaction: reactants, conditions, products, and yield Starting materials: NC1=C(C=C(OC2=CC(=NC=C2)C(=O)N)C=C1)Cl (4-(4-amino-3-chlorophenoxy)pyridine-2-carboxamide), NC1=C(C=C(C=C1)O)Cl (4-amino-3-chlorophenol). The product is NC1=CC(=C(OC2=CC(=NC=C2)C(=O)N)C=C1)Cl (4-(4-Amino-2-chlorophenoxy)pyridine-2-carboxamide). Reaction SMILES: [NH2:1][C:2]1[CH:17]=[CH:16][C:5]([O:6][C:7]2[CH:12]=[CH:11][N:10]=[C:9]([C:13]([NH2:15])=[O:14])[CH:8]=2)=[CH:4][C:3]=1Cl.NC1C=CC(O)=CC=1[Cl:27]>>[NH2:1][C:2]1[CH:17]=[CH:16][C:5]([O:6][C:7]2[CH:12]=[CH:11][N:10]=[C:9]([C:13]([NH2:15])=[O:14])[CH:8]=2)=[C:4]([Cl:27])[CH:3]=1. Procedure: The title compound was prepared in the same manner described for 4-(4-amino-3-chlorophenoxy)pyridine-2-carboxamide, substituting 4-amino-2-chlorophenol for 4-amino-3-chlorophenol. 1H-NMR (DMSO-d6) 88.46 (d, J=5.7 Hz, 1H), 8.08 (s, 1H), 7.69 (s, 1H), 7.25 (d, J=2.7 Hz, 1H), 7.08 (dd, J=2.7, 5.7 Hz, 1H), 7.02 (d, J=8.4 Hz, 1H), 6.74 (d, J=2.7 Hz, 1H), 6.59 (dd, J=2.7, 8.7 Hz, 1H), 5.50 (s, 2H); MS LC-MS (MH)+=264.1, RT=1.76 min. The reactants are O (water), BrC=1C=C(C=NC1)C1=CC(=NC2=NC=CC=C12)C1=C(C=CC(=C1)Cl)F (4-(5-bromo-pyridin-3-yl)-2-(5-chloro-2-fluoro-phenyl)-[1,8]naphthyridine), CN1CCC(CC1)N1N=CC(=C1)B1OC(C(O1)(C)C)(C)C (1-methyl-4-[4-(4,4,5,5-tetramethyl-[1,3,2]dioxaborolan-2-yl)-pyrazol-1-yl]-piperidine), bis(triphenylphosphine)palladium(II)-chloride. Run at temperature 80 celsius, time 4 hour. Product: C(=O)O.ClC=1C=CC(=C(C1)C1=NC2=NC=CC=C2C(=C1)C=1C=NC=C(C1)C=1C=NN(C1)C1CCN(CC1)C)F (2-(5-chloro-2-fluoro-phenyl)-4-{5-[1-(1-methyl-piperidin-4-yl)-1H-pyrazol-4-yl]-pyridin-3-yl}-[1,8]naphthyridine formate). As a reaction SMILES: Br[C:2]1[CH:3]=[C:4]([C:8]2[C:17]3[C:12](=[N:13][CH:14]=[CH:15][CH:16]=3)[N:11]=[C:10]([C:18]3[CH:23]=[C:22]([Cl:24])[CH:21]=[CH:20][C:19]=3[F:25])[CH:9]=2)[CH:5]=[N:6][CH:7]=1.[CH3:26][N:27]1[CH2:32][CH2:31][CH:30]([N:33]2[CH:37]=[C:36](B3[O:42][C:41](C)(C)C(C)(C)O3)[CH:35]=[N:34]2)[CH2:29][CH2:28]1.[OH2:47]>>[CH:41]([OH:42])=[O:47].[Cl:24][C:22]1[CH:21]=[CH:20][C:19]([F:25])=[C:18]([C:10]2[CH:9]=[C:8]([C:4]3[CH:5]=[N:6][CH:7]=[C:2]([C:36]4[CH:35]=[N:34][N:33]([CH:30]5[CH2:31][CH2:32][N:27]([CH3:26])[CH2:28][CH2:29]5)[CH:37]=4)[CH:3]=3)[C:17]3[C:12](=[N:13][CH:14]=[CH:15][CH:16]=3)[N:11]=2)[CH:23]=1 |f:3.4|. Procedure details: To a solution of 59.7 mg (0.144 mmol) 4-(5-bromo-pyridin-3-yl)-2-(5-chloro-2-fluoro-phenyl)-[1,8]naphthyridine and 55.3 mg (0.190 mmol) 1-methyl-4-[4-(4,4,5,5-tetramethyl-[1,3,2]dioxaborolan-2-yl)-pyrazol-1-yl]-piperidine 67.2 mg (0.316 mmol) tri-potassiumphosphate trihydrate were added. The mixture was heated to 80° C. under nitrogen. Then 5.5 mg (0.008 mmol) bis(triphenylphosphine)palladium(II)-chloride were added. The reaction mixture was stirred for 4 hours at 80° C. The reaction mixture was... Starting materials: O1C(OCC1)CCCCCCCCOC=1C=C(C=C(C1)Br)CO ((3-((8-(1,3-dioxolan-2-yl)octyl)oxy)-5-bromophenyl)methanol), magnesium (IV) oxide. Yield: 74.4%. Run in O1CCOCC1 (1,4-dioxane). Reaction SMILES: [O:1]1[CH2:5][CH2:4][O:3][CH:2]1[CH2:6][CH2:7][CH2:8][CH2:9][CH2:10][CH2:11][CH2:12][CH2:13][O:14][C:15]1[CH:16]=[C:17]([CH2:22][OH:23])[CH:18]=[C:19]([Br:21])[CH:20]=1.[O-2].[Mg+4].[O-2]>O1CCOCC1>[O:1]1[CH2:5][CH2:4][O:3][CH:2]1[CH2:6][CH2:7][CH2:8][CH2:9][CH2:10][CH2:11][CH2:12][CH2:13][O:14][C:15]1[CH:16]=[C:17]([CH:18]=[C:19]([Br:21])[CH:20]=1)[CH:22]=[O:23] |f:1.2.3|. Procedure details: To a stirred solution of (3-((8-(1,3-dioxolan-2-yl)octyl)oxy)-5-bromophenyl)methanol (1.69 g, 4.36 mmol) in 1,4-dioxane (25 mL), was added magnesium (IV) oxide (1.90 g, 21.9 mmol). The reaction mixture was heated to 100° C. for 16 hours. The suspension was filtered, washed with ethyl acetate, and the filtrate was concentrated under reduced pressure to afford the title compound (1.25 g, 74%). Conditions: temperature 100 celsius. Yields the product O1C(OCC1)CCCCCCCCOC=1C=C(C=O)C=C(C1)Br (3-((8-(1,3-Dioxolan-2-yl)octyl)oxy)-5-bromobenzaldehyde). Starting materials: O=C([O-])O, CCN(CC)S(F)(F)F, ClCCl, COc1ccc2c(c1)N(C1CCN(CC(O)c3ccc(F)cc3)CC1)CCC2, [Na+]. Product: COc1ccc2c(c1)N(C1CCN(CC(F)c3ccc(F)cc3)CC1)CCC2. As a reaction SMILES: [C:38](=[O:39])([OH:40])[O-:41].[CH2:29]([N:30]([S:31]([F:32])([F:33])[F:35])[CH2:34][CH3:36])[CH3:37].[CH2:43]([Cl:44])[Cl:45].[F:1][c:2]1[cH:3][cH:4][c:5]([CH:8]([CH2:9][N:10]2[CH2:11][CH2:12][CH:13]([N:16]3[CH2:17][CH2:18][CH2:19][c:20]4[cH:21][cH:22][c:23]([O:26][CH3:27])[cH:24][c:25]43)[CH2:14][CH2:15]2)[OH:28])[cH:6][cH:7]1.[Na+:42]>>[F:1][c:2]1[cH:3][cH:4][c:5]([CH:8]([CH2:9][N:10]2[CH2:11][CH2:12][CH:13]([N:16]3[CH2:17][CH2:18][CH2:19][c:20]4[cH:21][cH:22][c:23]([O:26][CH3:27])[cH:24][c:25]43)[CH2:14][CH2:15]2)[F:35])[cH:6][cH:7]1. Reaction conditions: time 6 hour. Isolated yield 74.6%. As a reaction SMILES: [C:1]([C:3]1[CH:8]=[CH:7][C:6]([N:9]2[CH2:14][CH2:13][N:12]([C:15]3[CH:20]=[CH:19][C:18]([N+:21]([O-])=O)=[CH:17][N:16]=3)[CH2:11][CH2:10]2)=[CH:5][CH:4]=1)#[N:2]>[Pd].C(O)C>[C:1]([C:3]1[CH:4]=[CH:5][C:6]([N:9]2[CH2:14][CH2:13][N:12]([C:15]3[CH:20]=[CH:19][C:18]([NH2:21])=[CH:17][N:16]=3)[CH2:11][CH2:10]2)=[CH:7][CH:8]=1)#[N:2]. Starting materials: C(#N)C1=CC=C(C=C1)N1CCN(CC1)C1=NC=C(C=C1)[N+](=O)[O-] (1-(4-cyanophenyl)-4-(5-nitropyridin-2-yl)-piperazine). Yields the product C(#N)C1=CC=C(C=C1)N1CCN(CC1)C1=NC=C(C=C1)N (1-(4-cyanophenyl)-4-(5-aminopyridin-2-yl)piperazine). Reported procedure: 10% Palladium on carbon (25 mg, 0.024 mmol) was added to a stirred suspension of 1-(4-cyanophenyl)-4-(5-nitropyridin-2-yl)-piperazine (150 mg, 0.48 mmol) in ethanol (50 ml) at ambient temperature and the reaction stirred for 6 hours under an atmosphere of hydrogen. The reaction was filtered through a pad of celite and the solvent evaporated in vacuo. Purification by flash chromatography on alumina, eluting with 0.5% methanol in dichloromethane yielded 1-(4-cyanophenyl)-4-(5-aminopyridin-2-yl)pip... Reagents/catalysts: [Pd] (Palladium on carbon). The solvent is C(C)O (ethanol). Product: CCCCc1nc(Cl)c(C=O)n1Cc1ccc(-c2ccccc2S(=O)(=O)NC(C)(C)C)cc1. Reaction SMILES: [C:40](=[O:41])([O-:42])[O-:43].[C:6]([CH3:7])([CH3:8])([CH3:9])[NH:10][S:11](=[O:12])(=[O:13])[c:14]1[c:15](-[c:20]2[cH:21][cH:22][c:23]([CH2:26][Br:27])[cH:24][cH:25]2)[cH:16][cH:17][cH:18][cH:19]1.[CH2:28]([CH2:29][CH2:30][CH3:31])[c:32]1[n:33][c:34]([Cl:39])[c:35]([CH:37]=[O:38])[nH:36]1.[CH3:46][CH2:47][O:48][C:49]([CH3:50])=[O:51].[K+:44].[K+:45].[O:1]=[CH:2][N:3]([CH3:4])[CH3:5]>>[C:6]([CH3:7])([CH3:8])([CH3:9])[NH:10][S:11](=[O:12])(=[O:13])[c:14]1[c:15](-[c:20]2[cH:21][cH:22][c:23]([CH2:26][n:36]3[c:32]([CH2:28][CH2:29][CH2:30][CH3:31])[n:33][c:34]([Cl:39])[c:35]3[CH:37]=[O:38])[cH:24][cH:25]2)[cH:16][cH:17][cH:18][cH:19]1. Reactants: O=C([O-])[O-], CC(C)(C)NS(=O)(=O)c1ccccc1-c1ccc(CBr)cc1, CCCCc1nc(Cl)c(C=O)[nH]1, CCOC(C)=O, [K+], [K+], CN(C)C=O. Reactants: ( 100 ), Ice water, Cl (hydrochloric acid), ( 7 ), ( 7 ), ( 33 ), C(#N)C(C(=O)OC)C(C)C1=CC=CC=C1 (methyl 2-cyano-3-phenylbutyrate), BrC(C(=O)OC)CCBr (methyl 2,4-dibromobutyrate), C([O-])([O-])=O.[K+].[K+] (potassium carbonate), ( 3 ). The solvent is CS(=O)C (DMSO). Run at time 4 hour. The product is C1(=CC=CC=C1)C(C)C(C(CCBr)C(=O)OC)(C(=O)OC)C#N (Dimethyl 2-phenyl-3-cyano-6-bromohexane-3,4-dicarboxylate). RXN SMILES: [C:1]([CH:3]([CH:8]([C:10]1[CH:15]=[CH:14][CH:13]=[CH:12][CH:11]=1)[CH3:9])[C:4]([O:6][CH3:7])=[O:5])#[N:2].Br[CH:17]([CH2:22][CH2:23][Br:24])[C:18]([O:20][CH3:21])=[O:19].C(=O)([O-])[O-].[K+].[K+].Cl>CS(C)=O>[C:10]1([CH:8]([C:3]([C:1]#[N:2])([C:4]([O:6][CH3:7])=[O:5])[CH:17]([C:18]([O:20][CH3:21])=[O:19])[CH2:22][CH2:23][Br:24])[CH3:9])[CH:11]=[CH:12][CH:13]=[CH:14][CH:15]=1 |f:2.3.4|. Procedure details: A mixture of methyl 2-cyano-3-phenylbutyrate (78 g, 0.37 mole), methyl 2,4-dibromobutyrate (122 g, 0.47 mole), potassium carbonate (65 g, 0.47 mole) and DMSO (50 ml) was stirred on a ball mill apparatus. The reaction was completed in four hours. Ice water was added and the mixture was neutralized by adding cold hydrochloric acid. The aqueous solution was extracted several times with ether. The combined organic solution was washed sequentially with cold aqueous sodium bicarbonate and brine, then ...